From a dataset of the Open Reaction Database (ORD), a public repository of structured organic reaction records. describe an organic reaction: reactants, conditions, products, and yield RXN SMILES: [CH3:2][O:3][c:4]1[cH:5][cH:6][c:7]([CH2:8][S:9][CH:10]2[CH2:11][CH:12]([C:28](=[O:29])[N:30]3[CH2:31][CH2:32][N:33]([C:36]([O:37][C:38]([CH3:39])([CH3:40])[CH3:41])=[O:42])[CH2:34][CH2:35]3)[N:13]([C:15](=[O:16])[O:17][CH2:18][c:19]3[cH:20][cH:21][c:22]([N+:25](=[O:26])[O-:27])[cH:23][cH:24]3)[CH2:14]2)[cH:43][cH:44]1.[CH3:45][CH2:46][O:47][C:48](=[O:49])[CH3:50].[ClH:1]>>[CH3:2][O:3][c:4]1[cH:5][cH:6][c:7]([CH2:8][S:9][CH:10]2[CH2:11][CH:12]([C:28](=[O:29])[N:30]3[CH2:31][CH2:32][NH:33][CH2:34][CH2:35]3)[N:13]([C:15](=[O:16])[O:17][CH2:18][c:19]3[cH:20][cH:21][c:22]([N+:25](=[O:26])[O-:27])[cH:23][cH:24]3)[CH2:14]2)[cH:43][cH:44]1.[ClH:1]. The reactants are COc1ccc(CSC2CC(C(=O)N3CCN(C(=O)OC(C)(C)C)CC3)N(C(=O)OCc3ccc([N+](=O)[O-])cc3)C2)cc1, CCOC(C)=O, Cl. Product: COc1ccc(CSC2CC(C(=O)N3CCNCC3)N(C(=O)OCc3ccc([N+](=O)[O-])cc3)C2)cc1, Cl. The reactants are N1=C(N=CC=C1)N1CCC(CC1)O (1-(pyrimidin-2-yl)piperidin-4-ol), CC(C)([O-])C.[K+] (potassium tert-butoxide), FC1=C(C=CC(=C1)F)[C@@]1(O[C@@H]1C)CN1N=CN=C1 (1-(((2R,3R)-2-(2,4-difluorophenyl)-3-methyloxiran-2-yl)methyl)-1H-1,2,4-triazole), C([O-])([O-])=O.[K+].[K+] (potassium carbonate). Solvent: CN(C=O)C (N,N-dimethylformamide), C(C)(=O)OCC (ethyl acetate). Reaction conditions: time 2 hour. Yields the product FC1=C(C=CC(=C1)F)[C@@](CN1N=CN=C1)([C@@H](C)OC1CCN(CC1)C1=NC=CC=N1)O ((2R,3R)-2-(2,4-difluorophenyl)-3-((1-(pyrimidin-2-yl)piperidin-4-yl)oxy)-1-(1H-1,2,4-triazol-1-yl)butan-2-ol). Isolated yield 21.0%. Reaction SMILES: [N:1]1[CH:6]=[CH:5][CH:4]=[N:3][C:2]=1[N:7]1[CH2:12][CH2:11][CH:10]([OH:13])[CH2:9][CH2:8]1.CC(C)([O-])C.[K+].[F:20][C:21]1[CH:26]=[C:25]([F:27])[CH:24]=[CH:23][C:22]=1[C@@:28]1([CH2:32][N:33]2[CH:37]=[N:36][CH:35]=[N:34]2)[C@@H:30]([CH3:31])[O:29]1.C(=O)([O-])[O-].[K+].[K+]>CN(C)C=O.C(OCC)(=O)C>[F:20][C:21]1[CH:26]=[C:25]([F:27])[CH:24]=[CH:23][C:22]=1[C@:28]([OH:29])([C@H:30]([O:13][CH:10]1[CH2:9][CH2:8][N:7]([C:2]2[N:3]=[CH:4][CH:5]=[CH:6][N:1]=2)[CH2:12][CH2:11]1)[CH3:31])[CH2:32][N:33]1[CH:37]=[N:36][CH:35]=[N:34]1 |f:1.2,4.5.6|. Procedure: To a solution of 1-(pyrimidin-2-yl)piperidin-4-ol (19.4 mg, 0.08 mmol) in N,N-dimethylformamide (0.5 mL) was added potassium tert-butoxide (10.7 mg, 0.01 mmol), followed by stirring at room temperature for 2 hrs. The resulting solution was mixed with 1-(((2R,3R)-2-(2,4-difluorophenyl)-3-methyloxiran-2-yl)methyl)-1H-1,2,4-triazole (20.0 mg, 0.08 mmol) and anhydrous potassium carbonate (13.2 mg, 0.01 mmol) and stirred at room temperature for one hr. The resulting reaction mixture was diluted with ... Reactants: C(C1=CC=CC=C1)(=O)O (benzoic acid), C(C)(=O)NC1=CC=C(NC2=CC=CC=C2)C=C1 (4-acetamido-N-phenylaniline). Yields the product C1(=O)OCC2=CC=CC=C12 (phthalide). RXN SMILES: [C:1]([OH:9])(=[O:8])[C:2]1[CH:7]=[CH:6][CH:5]=[CH:4][CH:3]=1.[C:10](NC1C=CC(NC2C=CC=CC=2)=CC=1)(=O)C>>[C:1]1([C:2]2[C:7](=[CH:6][CH:5]=[CH:4][CH:3]=2)[CH2:10][O:9]1)=[O:8]. Procedure details: Following procedure similar to that described in Example 4 but employing 5.1 g of 2-[4-(diethylamino)-2-ethoxy)-benzoyl]benzoic acid and 3.4 g of 4-acetamido-N-phenylaniline there was obtained 4.8 g of 3-[4-(diethylamino)-2-ethoxyphenyl]-3-](4-acetamidophenyl)phenylamino]phthalide, m.p. 126°-131° C. A toluene solution of the product contacted with acidic clay or phenolic resin developed and orange-colored image. Reactants: C(C)(=O)Cl (acetyl chloride), ClC1=NC(=C(C(=C1Cl)NCCO)Cl)Cl (2-(2,3,5,6-tetrachloropyridin-4-ylamino)-ethanol). Solvent: C(C)(=O)O (acetic acid), C(C)(=O)O (acetic acid). Reaction conditions: temperature 40 celsius. The product is ClC1=NC(=C(C(=C1Cl)NCCOC(C)=O)Cl)Cl (acetic acid-2(2,3,5,6-tetrachloropyridin-4-ylamino)-ethyl ester). Isolated yield 92.7%. Reaction SMILES: [C:1](Cl)(=[O:3])[CH3:2].[Cl:5][C:6]1[C:11]([Cl:12])=[C:10]([NH:13][CH2:14][CH2:15][OH:16])[C:9]([Cl:17])=[C:8]([Cl:18])[N:7]=1>C(O)(=O)C>[Cl:5][C:6]1[C:11]([Cl:12])=[C:10]([NH:13][CH2:14][CH2:15][O:16][C:1](=[O:3])[CH3:2])[C:9]([Cl:17])=[C:8]([Cl:18])[N:7]=1. Reported procedure: A solution of 34.4 ml (490 mmol) acetyl chloride in 250 ml glacial acetic acid was added dropwise to a suspension of 105 g (380 mmol) 2-(2,3,5,6-tetrachloropyridin-4-ylamino)-ethanol in 860 ml glacial acetic acid. During this the temperature increased to 40° C. After 2 h it was poured onto ice water, filtered, washed with water, the residue was dissolved in 500 ml ethyl acetate, dried over sodium sulfate, filtered and the solvent was removed in a vacuum. 112 g (93%) acetic acid-2(2,3,5,6-tetrach... Reactants: CC(C)(C)OC(=O)NCCCC(CNS(C)(=O)=O)n1c(CCl)nc2cnc3ccccc3c21, ClCCl, C1CCC2=NCCCN2CC1. Yields the product CC(C)(C)OC(=O)NCCCC1CN(S(C)(=O)=O)Cc2nc3cnc4ccccc4c3n21. Reaction SMILES: [Cl:1][CH2:2][c:3]1[n:4]([CH:16]([CH2:17][CH2:18][CH2:19][NH:20][C:21]([O:22][C:23]([CH3:24])([CH3:25])[CH3:26])=[O:27])[CH2:28][NH:29][S:30](=[O:31])(=[O:32])[CH3:33])[c:5]2[c:6]([cH:7][n:8][c:9]3[cH:10][cH:11][cH:12][cH:13][c:14]23)[n:15]1.[Cl:45][CH2:46][Cl:47].[N:34]12[CH2:35][CH2:36][CH2:37][N:38]=[C:39]1[CH2:40][CH2:41][CH2:42][CH2:43][CH2:44]2>>[CH2:2]1[c:3]2[n:4]([c:5]3[c:6]([cH:7][n:8][c:9]4[cH:10][cH:11][cH:12][cH:13][c:14]34)[n:15]2)[CH:16]([CH2:17][CH2:18][CH2:19][NH:20][C:21]([O:22][C:23]([CH3:24])([CH3:25])[CH3:26])=[O:27])[CH2:28][N:29]1[S:30](=[O:31])(=[O:32])[CH3:33]. Starting materials: S(=O)(Cl)Cl (Thionyl chloride), OCC1=C(C2=C(N(C(N(C2=O)C)=O)CC(C)C)S1)SC(C)C (6-(hydroxymethyl)-3-methyl-5-[(1-methylethyl)thio]-1-(2-methylpropyl)-thieno[2,3-d]pyrimidine-2,4(1H,3H)-dione). The solvent is ClCCl (dichloromethane). Reaction conditions: time 24 hour. Yields the product ClCC1=C(C2=C(N(C(N(C2=O)C)=O)CC(C)C)S1)SC(C)C (6-(Chloromethyl)-3-methyl-5-[(1-methylethyl)thio]-1-(2-methylpropyl)-thieno[2,3-d]pyrimidine-2,4(1H,3H)-dione). Reaction SMILES: S(Cl)([Cl:3])=O.O[CH2:6][C:7]1[S:22][C:10]2[N:11]([CH2:18][CH:19]([CH3:21])[CH3:20])[C:12](=[O:17])[N:13]([CH3:16])[C:14](=[O:15])[C:9]=2[C:8]=1[S:23][CH:24]([CH3:26])[CH3:25]>ClCCl>[Cl:3][CH2:6][C:7]1[S:22][C:10]2[N:11]([CH2:18][CH:19]([CH3:21])[CH3:20])[C:12](=[O:17])[N:13]([CH3:16])[C:14](=[O:15])[C:9]=2[C:8]=1[S:23][CH:24]([CH3:26])[CH3:25]. Procedure details: Thionyl chloride (145 μl) was added to 6-(hydroxymethyl)-3-methyl-5-[(1-methylethyl)thio]-1-(2-methylpropyl)-thieno[2,3-d]pyrimidine-2,4(1H,3H)-dione (0.45 g) in dry dichloromethane (20 ml) and the mixture was stirred for 24 hours. The solvent was evaporated to give the subtitle compound as a an oil.